This data is from the Open Reaction Database (ORD), a public repository of structured organic reaction records. The task is: describe an organic reaction: reactants, conditions, products, and yield Reactants: CCOC(=O)CC(=O)OCC, CC(C)(C)[O-], CS(C)=O, O=[N+]([O-])c1ccc(Cl)cc1, [K+]. The product is CCOC(=O)C(C(=O)OCC)c1ccc([N+](=O)[O-])cc1. RXN SMILES: [C:1]([CH2:2][C:3](=[O:4])[O:5][CH2:6][CH3:7])(=[O:8])[O:9][CH2:10][CH3:11].[CH3:12][C:13]([CH3:14])([O-:15])[CH3:16].[CH3:28][S:29]([CH3:30])=[O:31].[Cl:18][c:19]1[cH:20][cH:21][c:22]([N+:25](=[O:26])[O-:27])[cH:23][cH:24]1.[K+:17]>>[C:1]([CH:2]([C:3](=[O:4])[O:5][CH2:6][CH3:7])[c:19]1[cH:20][cH:21][c:22]([N+:25](=[O:26])[O-:27])[cH:23][cH:24]1)(=[O:8])[O:9][CH2:10][CH3:11]. The reactants are FC1=CC=C(C=C1)N1C=CC2=CC(=CC=C12)CCCCCOS(=O)(=O)C (Methanesulfonic acid 5-[1-(4-fluoro-phenyl)-1H-indol-5-yl]-pentyl ester), C(C=C)CN (N-allylmethylamine), CN(C)C=O (DMF). The product is C(C=C)N(C)CCCCCC=1C=C2C=CN(C2=CC1)C1=CC=C(C=C1)F (Allyl-{5-[1-(4-fluoro-phenyl)-1H-indol-5-yl]-pentyl}-methyl-amine). The yield is 98.0%. As a reaction SMILES: [F:1][C:2]1[CH:7]=[CH:6][C:5]([N:8]2[C:16]3[C:11](=[CH:12][C:13]([CH2:17][CH2:18][CH2:19][CH2:20][CH2:21]OS(C)(=O)=O)=[CH:14][CH:15]=3)[CH:10]=[CH:9]2)=[CH:4][CH:3]=1.[CH2:27]([CH2:30][NH2:31])[CH:28]=C.[CH3:32]N(C=O)C>>[CH2:30]([N:31]([CH2:21][CH2:20][CH2:19][CH2:18][CH2:17][C:13]1[CH:12]=[C:11]2[C:16](=[CH:15][CH:14]=1)[N:8]([C:5]1[CH:6]=[CH:7][C:2]([F:1])=[CH:3][CH:4]=1)[CH:9]=[CH:10]2)[CH3:32])[CH:27]=[CH2:28]. Procedure: 130 mg (0.26 mmol) Methanesulfonic acid 5-[1-(4-fluoro-phenyl)-1H-indol-5-yl]-pentyl ester and 0.5 ml (5.2 mmol) N-allylmethylamine in 0.5 ml DMF were stirred at 60° C. for 2 h. The solution was concentrated and dissolved in water and CH2Cl2. 2M NaOH was added and the inorganic phase was extracted with CH2Cl2. The combined organic phases were washed with water and dried over Na2SO4. Column chromatography with CH2Cl2/MeOH 19:1 yielded 90 mg (98%) Allyl-{5-[1-(4-fluoro-phenyl)-1H-indol-5-yl]-penty...